From a dataset of the Open Reaction Database (ORD), a public repository of structured organic reaction records. describe an organic reaction: reactants, conditions, products, and yield The reactants are C(=S)(N1C=NC=C1)N1C=NC=C1 (1,1′-thiocarbonyldiimidazole), N1CCC(CC1)C(=O)OCC (ethyl piperidine-4-carboxylate). The solvent is O1CCCC1 (tetrahydrofuran). Run at time 3 hour. The product is NC(=S)N1CCC(CC1)C(=O)OCC (ethyl 1-(aminocarbonothioyl)piperidine-4-carboxylate). Yield: 27.5%. Reaction SMILES: [C:1]([N:8]1C=CN=C1)([N:3]1[CH:7]=[CH:6]N=[CH:4]1)=[S:2].N1CC[CH:16]([C:19]([O:21][CH2:22][CH3:23])=[O:20])[CH2:15]C1>O1CCCC1>[NH2:8][C:1]([N:3]1[CH2:4][CH2:15][CH:16]([C:19]([O:21][CH2:22][CH3:23])=[O:20])[CH2:6][CH2:7]1)=[S:2]. Procedure details: To a solution (200 mL) of 1,1′-thiocarbonyldiimidazole (15.0 g) in tetrahydrofuran was added ethyl piperidine-4-carboxylate (12.59 g) at room temperature, and the mixture was stirred at room temperature for 3 hrs and then at 55° C. for 1 hr. Tetrahydrofuran (ca. 100 mL) was distilled off under reduced pressure and 2M ammonia methanol solution (150 mL) was added. After stirring the reaction mixture at room temperature for 15 hrs, the mixture was concentrated. The residue was diluted with ethyl ac... Starting materials: [Al+3], CC(Cc1c[nH]c2ccc(OCc3ccccc3)cc12)[N+](=O)[O-], CCOCC, [H-], [H-], [H-], [H-], [Li+]. The product is CC(N)Cc1c[nH]c2ccc(OCc3ccccc3)cc12. Reaction SMILES: [Al+3:2].[CH2:7]([c:8]1[cH:9][cH:10][cH:11][cH:12][cH:13]1)[O:14][c:15]1[cH:16][c:17]2[c:18]([CH2:24][CH:25]([CH3:26])[N+:27]([O-:28])=[O:29])[cH:19][nH:20][c:21]2[cH:22][cH:23]1.[CH3:30][CH2:31][O:32][CH2:33][CH3:34].[H-:1].[H-:4].[H-:5].[H-:6].[Li+:3]>>[CH2:7]([c:8]1[cH:9][cH:10][cH:11][cH:12][cH:13]1)[O:14][c:15]1[cH:16][c:17]2[c:18]([CH2:24][CH:25]([CH3:26])[NH2:27])[cH:19][nH:20][c:21]2[cH:22][cH:23]1. Reactants: BrC1=NC=CC(=C1)[C@H]1NC(O[C@@H]1C1=CC=CC=C1)=O ((4R,5R)-4-(2-bromopyridin-4-yl)-5-phenyloxazolidin-2-one), FC=1C=C(CP(OCC)(OCC)=O)C=CC1 (diethyl 3-fluorobenzylphosphonate), BrC=1C=NC=C(C=O)C1 (5-bromonicotinaldehyde). Yields the product BrC=1C=C(C=NC1)[C@H]1NC(O[C@@H]1C1=CC(=CC=C1)F)=O ((4R,5R)-4-(5-Bromopyridin-3-yl)-5-(3-fluorophenyl)oxazolidin-2-one). RXN SMILES: [Br:1][C:2]1[CH:7]=[C:6]([C@@H:8]2[C@@H:12]([C:13]3[CH:18]=[CH:17][CH:16]=[CH:15][CH:14]=3)[O:11][C:10](=[O:19])[NH:9]2)[CH:5]=CN=1.[F:20]C1C=C(C=CC=1)CP(=O)(OCC)OCC.BrC1C=[N:39][CH:40]=C(C=1)C=O>>[Br:1][C:2]1[CH:7]=[C:6]([C@@H:8]2[C@@H:12]([C:13]3[CH:14]=[CH:15][CH:16]=[C:17]([F:20])[CH:18]=3)[O:11][C:10](=[O:19])[NH:9]2)[CH:5]=[N:39][CH:40]=1. Reported procedure: Prepared according to the same procedure as (4R,5R)-4-(2-bromopyridin-4-yl)-5-phenyloxazolidin-2-one, starting with diethyl 3-fluorobenzylphosphonate and 5-bromonicotinaldehyde. 1H-NMR (CDCl3, 500 MHz) δ 8.72 (d, J=2.1, 1H), 8.41 (d, J=1.8, 1H), 7.94 (dd, J=2.1, 1.8, 1H), 7.42 (ddd, J=7.9, 7.9, 5.8, 1H), 7.14 (ddd, J=8.6, 8.6, 2.4, 1H), 7.01-7.10 (m, 2H), 6.78 (bs, 1H), 5.27 (d, J=7.3, 1H), 4.81 (d, J=7.3, 1H). 13C-NMR (CDCl3, 126 MHz) δ 163.2 (d, J=249), 158.5, 152.0, 146.4, 138.5 (d, J=6.7), 1... Reactants: CCOCC (ether), C(CCCO)O (1,4-butanediol), COCCCl (2-chloroethyl methyl ether), [OH-].[K+] (potassium hydroxide). The reagents and catalysts are [Br-].C(CCC)[N+](CCCC)(CCCC)CCCC (tetrabutylammonium bromide). Solvent: C(OC)COC (glyme). Yields the product COCCOC(CCC)O (methoxyethoxybutanol). The yield is 81.0%. As a reaction SMILES: [CH3:1][CH2:2][O:3][CH2:4]C.[CH2:6](O)[CH2:7][CH2:8][CH2:9][OH:10].C[O:13]CCCl.[OH-].[K+]>[Br-].C([N+](CCCC)(CCCC)CCCC)CCC.C(COC)OC>[CH3:4][O:3][CH2:2][CH2:1][O:13][CH:9]([OH:10])[CH2:8][CH2:7][CH3:6] |f:3.4,5.6|. Reported procedure: "PMEAE" perfluoromethloxethoxyallyl ether (CF2 =CFCF2OCF2CF2OCF3) was prepared from the alkylation of 1,4-butanediol (434 g, 4.82 moles) with 2-chloroethyl methyl ether (500 g, 5.3 moles) by addition of tetrabutylammonium bromide (102 g) and 60 wt-% potassium hydroxide (500 g, 4.5 moles) and heating at 50° C. for two hours in 1 liter glyme. Distillation after the solids were removed yielded methoxyethoxybutanol (577 g, 81% yield), b.p. 225° C. Reaction of the alcohol with excess acetic anhydride... The reactants are CC(Cl)Cl, O=C1C2CCCC2N1c1ccc(F)cc1, O=S(=O)(O)C(F)(F)F. Product: O=C1c2cc(F)ccc2NC2CCCC12. Reaction SMILES: [Cl:24][CH:25]([Cl:26])[CH3:27].[F:1][c:2]1[cH:3][cH:4][c:5]([N:8]2[CH:9]3[CH2:10][CH2:11][CH2:12][CH:13]3[C:14]2=[O:15])[cH:6][cH:7]1.[OH:16][S:17]([C:18]([F:19])([F:20])[F:21])(=[O:22])=[O:23]>>[F:1][c:2]1[cH:3][c:4]2[c:5]([cH:6][cH:7]1)[NH:8][CH:9]1[CH2:10][CH2:11][CH2:12][CH:13]1[C:14]2=[O:15].